This data is from the Open Reaction Database (ORD), a public repository of structured organic reaction records. The task is: describe an organic reaction: reactants, conditions, products, and yield Reactants: CC1CN(CC(O1)C)C1=C(C#N)C=CC=N1 (2-(2,6-dimethylmorpholin-4-yl)nicotinonitrile). The reagents and catalysts are [Ni] (nickel). The product is CC1CN(CC(O1)C)C1=NC=CC=C1CN ([2-(2,6-dimethylmorpholin-4-yl)pyridin-3-yl]methylamine). As a reaction SMILES: [CH3:1][CH:2]1[O:7][CH:6]([CH3:8])[CH2:5][N:4]([C:9]2[N:16]=[CH:15][CH:14]=[CH:13][C:10]=2[C:11]#[N:12])[CH2:3]1>[Ni]>[CH3:1][CH:2]1[O:7][CH:6]([CH3:8])[CH2:5][N:4]([C:9]2[C:10]([CH2:11][NH2:12])=[CH:13][CH:14]=[CH:15][N:16]=2)[CH2:3]1. Reported procedure: The product of Example 134A and Raney/nickel were processed according to the method of Example 13° C. to provide the product. MS (ESI+) m/z 222 (M+H)+; The reactants are Fc1ccc(Br)c(OC2CCNC2)c1, CCOC(=O)c1nnc(Br)o1, C1CCC2=NCCCN2CC1, C1CCOC1. The product is CCOC(=O)c1nnc(N2CCC(Oc3cc(F)ccc3Br)C2)o1. Reaction SMILES: [Br:12][c:13]1[c:14]([O:15][CH:16]2[CH2:17][NH:18][CH2:19][CH2:20]2)[cH:21][c:22]([F:25])[cH:23][cH:24]1.[Br:1][c:2]1[n:3][n:4][c:5]([C:7](=[O:8])[O:9][CH2:10][CH3:11])[o:6]1.[CH2:26]1[CH2:27][CH2:28][C:29]2=[N:34][CH2:33][CH2:32][CH2:31][N:30]2[CH2:35][CH2:36]1.[CH2:37]1[O:38][CH2:39][CH2:40][CH2:41]1>>[c:2]1([N:18]2[CH2:17][CH:16]([O:15][c:14]3[c:13]([Br:12])[cH:24][cH:23][c:22]([F:25])[cH:21]3)[CH2:20][CH2:19]2)[n:3][n:4][c:5]([C:7](=[O:8])[O:9][CH2:10][CH3:11])[o:6]1. Reactants: CN(C)C(=O)c1csc(NC(=O)OC(C)(C)C)n1, ClCCl, O=C(O)C(F)(F)F. Yields the product CN(C)C(=O)c1csc(N)n1. As a reaction SMILES: [C:1]([O:2][C:3](=[O:4])[NH:7][c:8]1[s:9][cH:10][c:11]([C:13]([N:14]([CH3:15])[CH3:16])=[O:17])[n:12]1)([CH3:5])([CH3:6])[CH3:18].[Cl:26][CH2:27][Cl:28].[OH:19][C:20]([C:21]([F:22])([F:23])[F:24])=[O:25]>>[NH2:7][c:8]1[s:9][cH:10][c:11]([C:13]([N:14]([CH3:15])[CH3:16])=[O:17])[n:12]1. Reactants: C([C@H](O)C1=CC=CC=C1)(=O)O.NC1(CN(CC12CC2)CC2=CC=CC=C2)C ((−)-7-amino-5-benzyl-7-methyl-5-azaspiro[2.4]heptane D-mandelate), [OH-].[Na+] (sodium hydroxide). Run in C1(=CC=CC=C1)C (toluene). Yields the product NC1(CN(CC12CC2)CC2=CC=CC=C2)C ((−)-7-Amino-5-benzyl-7-methyl-5-azaspiro[2.4]heptane). Yield: 122.5%. Reaction SMILES: C(O)(=O)[C@@H](C1C=CC=CC=1)O.[NH2:12][C:13]1([CH3:27])[C:17]2([CH2:19][CH2:18]2)[CH2:16][N:15]([CH2:20][C:21]2[CH:26]=[CH:25][CH:24]=[CH:23][CH:22]=2)[CH2:14]1.[OH-].[Na+]>C1(C)C=CC=CC=1>[NH2:12][C:13]1([CH3:27])[C:17]2([CH2:19][CH2:18]2)[CH2:16][N:15]([CH2:20][C:21]2[CH:26]=[CH:25][CH:24]=[CH:23][CH:22]=2)[CH2:14]1 |f:0.1,2.3|. Procedure details: To (−)-7-amino-5-benzyl-7-methyl-5-azaspiro[2.4]heptane D-mandelate (22.43 g, optical purity: 98% e.e.), 10% Aqueous sodium hydroxide and toluene were added, and the mixture was stirred at room temperature. Thereafter, the toluene layer was separated, washed with saturated brine, and dried with sodium sulfate. The desiccant was removed through filtration, and the filtrate was concentrated under reduced pressure, to thereby yield the title product as pale yellow oil (16.13 g, optical purity: 98% ... The reactants are [N+](=O)([O-])C1=CC=C(C=C1)CCC(=O)C (methyl 2-(4-nitrophenyl)ethyl ketone), Cl.C1(=CC=CC=C1)C(CNC(CCC1=CC=C(C=C1)[N+](=O)[O-])C)O (1-phenyl-2-[1-methyl-3-(4-nitrophenyl)-propylamino]ethanol hydrochloride), C1(=CC=CC=C1)C (toluene), C1(=CC=C(C=C1)S(=O)(=O)O)C (para-toluenesulfonic acid). Run in O (water). Product: C1(=CC=CC=C1)C(CNC(CCC1=CC=C(C=C1)[N+](=O)[O-])C)O (1-Phenyl-2-[1-methyl-3-(4-nitrophenyl)propyl-amino]ethanol). As a reaction SMILES: [N+](C1C=CC(CCC(C)=O)=CC=1)([O-])=O.C1(C)C=CC=CC=1.C1(C)C=CC(S(O)(=O)=O)=CC=1.Cl.[C:34]1([CH:40]([OH:56])[CH2:41][NH:42][CH:43]([CH3:55])[CH2:44][CH2:45][C:46]2[CH:51]=[CH:50][C:49]([N+:52]([O-:54])=[O:53])=[CH:48][CH:47]=2)[CH:39]=[CH:38][CH:37]=[CH:36][CH:35]=1>O>[C:34]1([CH:40]([OH:56])[CH2:41][NH:42][CH:43]([CH3:55])[CH2:44][CH2:45][C:46]2[CH:47]=[CH:48][C:49]([N+:52]([O-:54])=[O:53])=[CH:50][CH:51]=2)[CH:35]=[CH:36][CH:37]=[CH:38][CH:39]=1 |f:3.4|. Reported procedure: A solution of 5.0 g. (25.9 mM) of 2-amino-1-phenyletkanol and 3.55 g. (25.9 mM) of methyl 2-(4-nitrophenyl)ethyl ketone in 60 ml. of toluene containing 10 mg. of para-toluenesulfonic acid was heated at reflux for six hours in a flask equipped with a Dean-Stark trap. The water that formed during the reaction was removed via the trap, and then the reaction mixture was cooled to room temperature and concentrated to dryness by evaporation of the solvent under reduced pressure. The solid product that... Starting materials: CC(=O)OC(C)=O, Nc1cccc(-c2ccc3nncn3n2)c1. Yields the product CC(=O)Nc1cccc(-c2ccc3nncn3n2)c1. As a reaction SMILES: [CH3:17][C:18](=[O:19])[O:20][C:21](=[O:22])[CH3:23].[NH2:1][c:2]1[cH:3][c:4](-[c:8]2[cH:9][cH:10][c:11]3[n:12]([n:13]2)[cH:14][n:15][n:16]3)[cH:5][cH:6][cH:7]1>>[NH:1]([c:2]1[cH:3][c:4](-[c:8]2[cH:9][cH:10][c:11]3[n:12]([n:13]2)[cH:14][n:15][n:16]3)[cH:5][cH:6][cH:7]1)[C:18]([CH3:17])=[O:19].